From a dataset of the Open Reaction Database (ORD), a public repository of structured organic reaction records. describe an organic reaction: reactants, conditions, products, and yield Starting materials: CN(C(=O)CN1C(=O)COc2cc(Cl)c(Cl)cc21)C(CN1CCCC1)c1ccc(-c2cccc(C(N)=O)c2)cc1, NC(=O)c1ccc(B(O)O)cc1. Product: CN(C(=O)CN1C(=O)COc2cc(Cl)c(Cl)cc21)C(CN1CCCC1)c1ccc(-c2ccc(C(N)=O)cc2)cc1. As a reaction SMILES: [Cl:1][c:2]1[c:3]([Cl:40])[cH:4][c:5]2[c:6]([cH:39]1)[N:7]([CH2:12][C:13](=[O:14])[N:15]([CH:16]([CH2:17][N:18]1[CH2:19][CH2:20][CH2:21][CH2:22]1)[c:23]1[cH:24][cH:25][c:26](-[c:29]3[cH:30][cH:31][cH:32][c:33]([C:34]([NH2:35])=[O:36])[cH:37]3)[cH:27][cH:28]1)[CH3:38])[C:8](=[O:11])[CH2:9][O:10]2.[NH2:41][C:42](=[O:43])[c:44]1[cH:45][cH:46][c:47]([B:50]([OH:51])[OH:52])[cH:48][cH:49]1>>[Cl:1][c:2]1[c:3]([Cl:40])[cH:4][c:5]2[c:6]([cH:39]1)[N:7]([CH2:12][C:13](=[O:14])[N:15]([CH:16]([CH2:17][N:18]1[CH2:19][CH2:20][CH2:21][CH2:22]1)[c:23]1[cH:24][cH:25][c:26](-[c:47]3[cH:46][cH:45][c:44]([C:42]([NH2:41])=[O:43])[cH:49][cH:48]3)[cH:27][cH:28]1)[CH3:38])[C:8](=[O:11])[CH2:9][O:10]2.